This data is from the Open Reaction Database (ORD), a public repository of structured organic reaction records. The task is: describe an organic reaction: reactants, conditions, products, and yield The reactants are [Li]CCCC, CNC(=O)c1ccc2c(c1)OC(c1ccccc1)(c1ccccc1)O2, CI, CCCCCC, [Cl-], [NH4+]. The product is CNC(=O)c1ccc2c(c1C)OC(c1ccccc1)(c1ccccc1)O2. Reaction SMILES: [CH2:26]([Li:27])[CH2:28][CH2:29][CH3:30].[CH3:1][NH:2][C:3](=[O:4])[c:5]1[cH:6][c:7]2[c:8]([cH:24][cH:25]1)[O:9][C:10]([c:12]1[cH:13][cH:14][cH:15][cH:16][cH:17]1)([c:18]1[cH:19][cH:20][cH:21][cH:22][cH:23]1)[O:11]2.[CH3:31][I:32].[CH3:35][CH2:36][CH2:37][CH2:38][CH2:39][CH3:40].[Cl-:33].[NH4+:34]>>[CH3:1][NH:2][C:3](=[O:4])[c:5]1[c:6]([CH3:26])[c:7]2[c:8]([cH:24][cH:25]1)[O:9][C:10]([c:12]1[cH:13][cH:14][cH:15][cH:16][cH:17]1)([c:18]1[cH:19][cH:20][cH:21][cH:22][cH:23]1)[O:11]2. The reactants are O(C1=CC=CC=C1)C=1C=NC=CC1 (3-phenoxypyridine), Br (hydrobromic acid). Run in C(C)O (ethanol). Yields the product Br.O(C1=CC=CC=C1)C=1C=NC=CC1 (3-phenoxypyridine Hydrobromide). RXN SMILES: [O:1]([C:8]1[CH:9]=[N:10][CH:11]=[CH:12][CH:13]=1)[C:2]1[CH:7]=[CH:6][CH:5]=[CH:4][CH:3]=1.[BrH:14]>C(O)C>[BrH:14].[O:1]([C:8]1[CH:9]=[N:10][CH:11]=[CH:12][CH:13]=1)[C:2]1[CH:3]=[CH:4][CH:5]=[CH:6][CH:7]=1 |f:3.4|. Procedure details: A solution of 85 g. of 3-phenoxypyridine in 100 ml. of absolute ethanol is treated with 84 g. of 48% hydrobromic acid with stirring and the solution is evaporated to dryness at reduced pressure. The residue is dissolved in warm 2-propanol, the solution is diluted to cloudiness with ether and chilled to crystallize 3-phenoxypyridine hydrobromide; m.p. 132°-134° C. after drying at reduced pressure.